describe an organic reaction: reactants, conditions, products, and yield From a dataset of the Open Reaction Database (ORD), a public repository of structured organic reaction records. The reactants are CC(=O)OC(C)=O, O=CO, Nc1ccc(SCc2csc(NC=O)n2)cc1. The product is O=CNc1ccc(SCc2csc(NC=O)n2)cc1. Reaction SMILES: [CH3:1][C:2]([O:3][C:5]([CH3:4])=[O:7])=[O:6].[CH:25]([OH:26])=[O:27].[CH:8](=[O:9])[NH:10][c:11]1[s:12][cH:13][c:14]([CH2:16][S:17][c:18]2[cH:19][cH:20][c:21]([NH2:24])[cH:22][cH:23]2)[n:15]1>>[CH:5](=[O:7])[NH:24][c:21]1[cH:20][cH:19][c:18]([S:17][CH2:16][c:14]2[cH:13][s:12][c:11]([NH:10][CH:8]=[O:9])[n:15]2)[cH:23][cH:22]1. Starting materials: C(C)(C)(C)OC(NCC=1N(C(C2=CC=C(C=C2C1OCCCC)C1=NC=CC=C1)=O)CC(C)C)=O (Tert-butyl[4-butoxy-2-isobutyl-1-oxo-6-(2-pyridyl)-1,2-dihydro-3-isoquinolinyl]methylcarbamate), Cl (hydrogen chloride). Solvent: C(C)(=O)OCC (ethyl acetate). Reaction conditions: time 2 hour. Yields the product Cl.Cl.NCC=1N(C(C2=CC=C(C=C2C1OCCCC)C1=NC=CC=C1)=O)CC(C)C (3-(aminomethyl)-4-butoxy-2-isobutyl-6-(2-pyridyl)-1(2H)-isoquinolinone dihydrochloride). The yield is 93.1%. As a reaction SMILES: C(OC(=O)[NH:7][CH2:8][C:9]1[N:10]([CH2:31][CH:32]([CH3:34])[CH3:33])[C:11](=[O:30])[C:12]2[C:17]([C:18]=1[O:19][CH2:20][CH2:21][CH2:22][CH3:23])=[CH:16][C:15]([C:24]1[CH:29]=[CH:28][CH:27]=[CH:26][N:25]=1)=[CH:14][CH:13]=2)(C)(C)C.[ClH:36]>C(OCC)(=O)C>[ClH:36].[ClH:36].[NH2:7][CH2:8][C:9]1[N:10]([CH2:31][CH:32]([CH3:33])[CH3:34])[C:11](=[O:30])[C:12]2[C:17]([C:18]=1[O:19][CH2:20][CH2:21][CH2:22][CH3:23])=[CH:16][C:15]([C:24]1[CH:29]=[CH:28][CH:27]=[CH:26][N:25]=1)=[CH:14][CH:13]=2 |f:3.4.5|. Procedure details: Tert-butyl[4-butoxy-2-isobutyl-1-oxo-6-(2-pyridyl)-1,2-dihydro-3-isoquinolinyl]methylcarbamate (0.31 g, 0.65 mmol) was dissolved in a solution of 4N hydrogen chloride in ethyl acetate (5 ml). The solution was stirred at room temperature for 2 h. The reaction was concentrated under reduced pressure to give 3-(aminomethyl)-4-butoxy-2-isobutyl-6-(2-pyridyl)-1(2H)-isoquinolinone dihydrochloride (0.27 g, 93.1%) as an amorphous solid.